Dataset: the Open Reaction Database (ORD), a public repository of structured organic reaction records. Task: describe an organic reaction: reactants, conditions, products, and yield Reactants: [Cl-], COC(=O)c1cc2c([nH]1)C(=O)CC2, [Mg+]CCc1cccc2ccccc12. Product: COC(=O)c1cc2c([nH]1)C(CCc1cccc3ccccc13)CC2. As a reaction SMILES: [Cl-:14].[O:1]=[C:2]1[CH2:3][CH2:4][c:5]2[c:6]1[nH:7][c:8]([C:10](=[O:11])[O:12][CH3:13])[cH:9]2.[c:15]1([CH2:25][CH2:26][Mg+:27])[cH:16][cH:17][cH:18][c:19]2[cH:20][cH:21][cH:22][cH:23][c:24]12>>[CH:2]1([CH2:26][CH2:25][c:15]2[cH:16][cH:17][cH:18][c:19]3[cH:20][cH:21][cH:22][cH:23][c:24]23)[CH2:3][CH2:4][c:5]2[c:6]1[nH:7][c:8]([C:10](=[O:11])[O:12][CH3:13])[cH:9]2. The reactants are COC(=O)C1CCCC1C(=O)c1ccc(Br)cc1, O=C([O-])[O-], CC(=O)[O-], CC(=O)[O-], CC(=O)[O-], CN(C)C=O, [Cs+], [Cs+], O=CNc1ccc(I)cc1F, [K+], [Pd+2], c1ccc(P(c2ccccc2)(c2ccccc2)[Pd](P(c2ccccc2)(c2ccccc2)c2ccccc2)(P(c2ccccc2)(c2ccccc2)c2ccccc2)P(c2ccccc2)(c2ccccc2)c2ccccc2)cc1. Product: COC(=O)C1CCCC1C(=O)c1ccc(-c2ccc(NC=O)c(F)c2)cc1. As a reaction SMILES: [Br:17][c:18]1[cH:19][cH:20][c:21]([C:22](=[O:23])[CH:24]2[CH:25]([C:29](=[O:30])[O:31][CH3:32])[CH2:26][CH2:27][CH2:28]2)[cH:33][cH:34]1.[C:35](=[O:36])([O-:37])[O-:38].[C:46]([O-:47])(=[O:48])[CH3:49].[C:51]([O-:52])(=[O:53])[CH3:54].[CH3:13][C:14](=[O:15])[O-:16].[CH3:41][N:42]([CH3:43])[CH:44]=[O:45].[Cs+:39].[Cs+:40].[F:1][c:2]1[c:3]([NH:9][CH:10]=[O:11])[cH:4][cH:5][c:6]([I:8])[cH:7]1.[K+:12].[Pd+2:50].[cH:55]1[cH:56][cH:57][c:58]([P:59]([Pd:60]([P:61]([c:62]2[cH:63][cH:64][cH:65][cH:66][cH:67]2)([c:68]2[cH:69][cH:70][cH:71][cH:72][cH:73]2)[c:74]2[cH:75][cH:76][cH:77][cH:78][cH:79]2)([P:80]([c:81]2[cH:82][cH:83][cH:84][cH:85][cH:86]2)([c:87]2[cH:88][cH:89][cH:90][cH:91][cH:92]2)[c:93]2[cH:94][cH:95][cH:96][cH:97][cH:98]2)[P:99]([c:100]2[cH:101][cH:102][cH:103][cH:104][cH:105]2)([c:106]2[cH:107][cH:108][cH:109][cH:110][cH:111]2)[c:112]2[cH:113][cH:114][cH:115][cH:116][cH:117]2)([c:118]2[cH:119][cH:120][cH:121][cH:122][cH:123]2)[c:124]2[cH:125][cH:126][cH:127][cH:128][cH:129]2)[cH:130][cH:131]1>>[F:1][c:2]1[c:3]([NH:9][CH:10]=[O:11])[cH:4][cH:5][c:6](-[c:18]2[cH:19][cH:20][c:21]([C:22](=[O:23])[CH:24]3[CH:25]([C:29](=[O:30])[O:31][CH3:32])[CH2:26][CH2:27][CH2:28]3)[cH:33][cH:34]2)[cH:7]1.